This data is from the Open Reaction Database (ORD), a public repository of structured organic reaction records. The task is: describe an organic reaction: reactants, conditions, products, and yield Product: CN(CCN(C)C(=O)OC(C)(C)C)CC(=O)O. Reaction SMILES: [C:27].[CH2:1]([c:2]1[cH:3][cH:4][cH:5][cH:6][cH:7]1)[O:8][C:9]([CH2:10][N:11]([CH3:12])[CH2:13][CH2:14][N:15]([CH3:16])[C:17](=[O:18])[O:19][C:20]([CH3:21])([CH3:22])[CH3:23])=[O:24].[CH3:25][OH:26].[Pd:28]>>[O:8]=[C:9]([CH2:10][N:11]([CH3:12])[CH2:13][CH2:14][N:15]([CH3:16])[C:17](=[O:18])[O:19][C:20]([CH3:21])([CH3:22])[CH3:23])[OH:24]. The reactants are C, CN(CCN(C)C(=O)OC(C)(C)C)CC(=O)OCc1ccccc1, CO, [Pd]. The product is C(C=C)C1(C[C@H](CCC1)NC1=NC(=NC=C1F)Cl)O ((3S)-1-allyl-3-(2-chloro-5-fluoropyrimidin-4-ylamino)cyclohexanol). Run in CN(C)C=O (DMF). Reaction conditions: time 3 day. Procedure details: To a solution of (3S)-3-[(2-chloro-5-fluoro-pyrimidin-4-yl)amino]cyclohexanone, 29b, (0.60 g, 2.46 mmol) and 3-bromoprop-1-ene (0.43 mL, 4.92 mmol) in DMF was added Zn dust (0.32 g, 4.92 mmol). The reaction was stirred at room temperature for 3 days. The mixture was diluted into aqueous saturated NH4Cl solution, extracted twice with EtOAc. The combined organic phases were washed twice with brine, dried (MgSO4), filtered and concentrated in vacuo. The crude residue was purified by silica gel chro... RXN SMILES: [Cl:1][C:2]1[N:7]=[C:6]([NH:8][C@H:9]2[CH2:14][CH2:13][CH2:12][C:11](=[O:15])[CH2:10]2)[C:5]([F:16])=[CH:4][N:3]=1.Br[CH2:18][CH:19]=[CH2:20].[NH4+].[Cl-]>CN(C=O)C.[Zn]>[CH2:20]([C:11]1([OH:15])[CH2:12][CH2:13][CH2:14][C@H:9]([NH:8][C:6]2[C:5]([F:16])=[CH:4][N:3]=[C:2]([Cl:1])[N:7]=2)[CH2:10]1)[CH:19]=[CH2:18] |f:2.3|. Reagents/catalysts: [Zn] (Zn). Starting materials: ClC1=NC=C(C(=N1)N[C@@H]1CC(CCC1)=O)F ((3S)-3-[(2-chloro-5-fluoro-pyrimidin-4-yl)amino]cyclohexanone), ClC1=NC=C(C(=N1)N[C@@H]1CC(CCC1)=O)F ((S)-3-(2-chloro-5-fluoropyrimidin-4-ylamino)cyclohexanone), BrCC=C (3-bromoprop-1-ene), [NH4+].[Cl-] (NH4Cl). Reactants: C1(=CC=CC=C1)C=1N=CC(=NC1C1=CC=CC=C1)N(C)CC1CC2=CC=CC(=C2CC1)O (2-[N-(5,6-diphenylpyrazin-2-yl)-N-methyl(aminomethyl)]-5-hydroxy-1,2,3,4-tetrahydronaphthalene), BrCC(=O)OC(C)(C)C (tert-butyl bromoacetate), [I-].[K+] (potassium iodide), C([O-])([O-])=O.[K+].[K+] (potassium carbonate). Solvent: C(C)#N (acetonitrile). Product: C(C)(C)(C)OC(=O)COC1=C2CCC(CC2=CC=C1)CN(C)C1=NC(=C(N=C1)C1=CC=CC=C1)C1=CC=CC=C1 (5-(tert-butoxycarbonylmethoxy)-2-{[N-(5,6-diphenylpyrazin-2-yl)-N-methylamino]methyl}-1,2,3,4-tetrahydronaphthalene). Isolated yield 80.6%. RXN SMILES: [C:1]1([C:7]2[N:8]=[CH:9][C:10]([N:19]([CH2:21][CH:22]3[CH2:31][CH2:30][C:29]4[C:24](=[CH:25][CH:26]=[CH:27][C:28]=4[OH:32])[CH2:23]3)[CH3:20])=[N:11][C:12]=2[C:13]2[CH:18]=[CH:17][CH:16]=[CH:15][CH:14]=2)[CH:6]=[CH:5][CH:4]=[CH:3][CH:2]=1.Br[CH2:34][C:35]([O:37][C:38]([CH3:41])([CH3:40])[CH3:39])=[O:36].[I-].[K+].C(=O)([O-])[O-].[K+].[K+]>C(#N)C>[C:38]([O:37][C:35]([CH2:34][O:32][C:28]1[CH:27]=[CH:26][CH:25]=[C:24]2[C:29]=1[CH2:30][CH2:31][CH:22]([CH2:21][N:19]([C:10]1[CH:9]=[N:8][C:7]([C:1]3[CH:2]=[CH:3][CH:4]=[CH:5][CH:6]=3)=[C:12]([C:13]3[CH:18]=[CH:17][CH:16]=[CH:15][CH:14]=3)[N:11]=1)[CH3:20])[CH2:23]2)=[O:36])([CH3:41])([CH3:40])[CH3:39] |f:2.3,4.5.6|. Procedure: To a solution of 413 mg of 2-[N-(5,6-diphenylpyrazin-2-yl)-N-methyl(aminomethyl)]-5-hydroxy-1,2,3,4-tetrahydronaphthalene and 210 mg of tert-butyl bromoacetate in 10 ml of acetonitrile, a catalytic amount of potassium iodide and 163 mg of potassium carbonate were added and the mixture was heated at reflux for 4 hours. The insoluble matter was removed by filtration and the filtrate was concentrated under reduced pressure. The residue was purified by silica gel column chromatography to obtain 423 ... The reactants are FC1=CC=C(C=C1)N1C(C(=CC=C1C(F)(F)F)C#N)=O (1-(4-fluorophenyl)-2-oxo-6-(trifluoromethyl)-1,2-dihydropyridine-3-carbonitrile), O (water), [OH-].[Na+] (sodium hydroxide). Reaction SMILES: [F:1][C:2]1[CH:7]=[CH:6][C:5]([N:8]2[C:13]([C:14]([F:17])([F:16])[F:15])=[CH:12][CH:11]=[C:10]([C:18]#N)[C:9]2=[O:20])=[CH:4][CH:3]=1.[OH2:21].[OH-:22].[Na+]>S(=O)(=O)(O)O>[F:1][C:2]1[CH:7]=[CH:6][C:5]([N:8]2[C:13]([C:14]([F:17])([F:16])[F:15])=[CH:12][CH:11]=[C:10]([C:18]([OH:22])=[O:21])[C:9]2=[O:20])=[CH:4][CH:3]=1 |f:2.3|. Yields the product FC1=CC=C(C=C1)N1C(C(=CC=C1C(F)(F)F)C(=O)O)=O (1-(4-fluorophenyl)-2-oxo-6-(trifluoromethyl)-1,2-dihydropyridine-3-carboxylic acid). The yield is 75.0%. Run in S(O)(O)(=O)=O (sulfuric acid). Procedure details: A solution of 1-(4-fluorophenyl)-2-oxo-6-(trifluoromethyl)-1,2-dihydropyridine-3-carbonitrile (200 mg, 0.709 mmol) in conc. sulfuric acid (1.5 mL)/water (1.5 mL) was stirred at 120° C. for 17 hr. The reaction solution was allowed to cool to room temperature, 6N aqueous sodium hydroxide solution was added, and the aqueous layer was washed with ethyl acetate. 1N Hydrochloric acid was added to the aqueous layer, and the precipitate was filtered and washed with water to give the title compound (160 ... Isolated yield 58.9%. Yields the product O(C1=CC=CC=C1)CC=1C=C(OC2=NC=CC=C2CC(=O)OC)C=CC1 (methyl 2-(3-phenoxymethylphenoxy)-3-pyridinylacetate). Procedure details: Phenol (0.16 g) and potassium carbonate (0.12 g) were stirred together in DMF (6 ml) under nitrogen at room temperature. After 20 minutes, a solution of methyl 2-(3-chloromethylphenoxy)-3-pyridinylacetate (0.5 g) in DMF was added and stirring continued. Copper-bronze (cat.) was added and the reaction mixture heated at 100° C. for a total of 5 hours. GC analysis indicated complete reaction. The reaction mixture was cooled and filtered, and then poured into water (50 ml). The aqueous mixture was e... Solvent: CN(C)C=O (DMF), CN(C)C=O (DMF). RXN SMILES: [C:1]1([OH:7])[CH:6]=[CH:5][CH:4]=[CH:3][CH:2]=1.C(=O)([O-])[O-].[K+].[K+].Cl[CH2:15][C:16]1[CH:17]=[C:18]([CH:31]=[CH:32][CH:33]=1)[O:19][C:20]1[C:25]([CH2:26][C:27]([O:29][CH3:30])=[O:28])=[CH:24][CH:23]=[CH:22][N:21]=1>CN(C=O)C>[O:7]([CH2:15][C:16]1[CH:17]=[C:18]([CH:31]=[CH:32][CH:33]=1)[O:19][C:20]1[C:25]([CH2:26][C:27]([O:29][CH3:30])=[O:28])=[CH:24][CH:23]=[CH:22][N:21]=1)[C:1]1[CH:6]=[CH:5][CH:4]=[CH:3][CH:2]=1 |f:1.2.3|. Reactants: ClCC=1C=C(OC2=NC=CC=C2CC(=O)OC)C=CC1 (methyl 2-(3-chloromethylphenoxy)-3-pyridinylacetate), Copper bronze, C1(=CC=CC=C1)O (Phenol), C([O-])([O-])=O.[K+].[K+] (potassium carbonate). Run at temperature 100 celsius, time 20 minute. The reactants are COC1=CC=C(C(=N)N)C=C1 (4-methoxybenzamidine), ClC1=C(C=C(C#N)C#N)C=CC(=C1)Cl (2-(2,4-dichloro-benzylidene)-malononitrile). The product is NCC=1C(=NC(=NC1C1=C(C=C(C=C1)Cl)Cl)C1=CC=C(C=C1)OC)N (5-Aminomethyl-6-(2,4-dichloro-phenyl)-2-(4-methoxy-phenyl)-pyrimidin-4-ylamine). Reaction SMILES: [CH3:1][O:2][C:3]1[CH:11]=[CH:10][C:6]([C:7]([NH2:9])=[NH:8])=[CH:5][CH:4]=1.[Cl:12][C:13]1[CH:24]=[C:23]([Cl:25])[CH:22]=[CH:21][C:14]=1[CH:15]=[C:16]([C:19]#[N:20])[C:17]#[N:18]>>[NH2:20][CH2:19][C:16]1[C:17]([NH2:18])=[N:8][C:7]([C:6]2[CH:10]=[CH:11][C:3]([O:2][CH3:1])=[CH:4][CH:5]=2)=[N:9][C:15]=1[C:14]1[CH:21]=[CH:22][C:23]([Cl:25])=[CH:24][C:13]=1[Cl:12]. Procedure details: The title compound, MS: m/e=375.3 (M+H+), was prepared from 4-methoxybenzamidine and 2-(2,4-dichloro-benzylidene)-malononitrile in analogy to the process described in Example 11 as a solid. Reactants: C(C)(=O)C=1C=NC=CC1CC1C(C2=CC=C(C=C2CC1)OC)=O (2-[(3-acetyl-4-pyridyl)methyl]-6-methoxy-tetralin-1-one), C(C1=CC=CC=C1)Br (benzyl bromide). The product is [Br-].C(C)(=O)C=1C=[N+](C=CC1CC1C(C2=CC=C(C=C2CC1)OC)=O)CC1=CC=CC=C1 (2-[(3-acetyl-1-benzyl-pyridin-1-ium-4-yl)methyl]-6-methoxy-tetralin-1-one bromide). RXN SMILES: [C:1]([C:4]1[CH:5]=[N:6][CH:7]=[CH:8][C:9]=1[CH2:10][CH:11]1[CH2:20][CH2:19][C:18]2[C:13](=[CH:14][CH:15]=[C:16]([O:21][CH3:22])[CH:17]=2)[C:12]1=[O:23])(=[O:3])[CH3:2].[CH2:24]([Br:31])[C:25]1[CH:30]=[CH:29][CH:28]=[CH:27][CH:26]=1>>[Br-:31].[C:1]([C:4]1[CH:5]=[N+:6]([CH2:24][C:25]2[CH:30]=[CH:29][CH:28]=[CH:27][CH:26]=2)[CH:7]=[CH:8][C:9]=1[CH2:10][CH:11]1[CH2:20][CH2:19][C:18]2[C:13](=[CH:14][CH:15]=[C:16]([O:21][CH3:22])[CH:17]=2)[C:12]1=[O:23])(=[O:3])[CH3:2] |f:2.3|. Reported procedure: The title compound 119 is prepared according to the procedure reported in Example 38.1 with compound 103 (67 mg, 0.2 mmol) and benzyl bromide as reactants. White solid. (Yield 34.5 mg, 80%). Reactants: C(CCC)C=1N(C(=CN1)C=O)CC1=C(C=CC=C1)Cl (2-n-butyl-1-(2-chlorophenyl)methyl-1H-imidazol-5-carboxaldehyde), BrN1C(CCC1=O)=O (N-bromosuccinimide). The solvent is C(Cl)(Cl)(Cl)Cl (carbon tetrachloride). The product is BrC(CCC)C=1NC=CN1 (2-(1-bromobutyl)imidazole). RXN SMILES: [CH2:1]([C:5]1[N:6](CC2C=CC=CC=2Cl)[C:7](C=O)=[CH:8][N:9]=1)[CH2:2][CH2:3][CH3:4].[Br:20]N1C(=O)CCC1=O>C(Cl)(Cl)(Cl)Cl>[Br:20][CH:1]([C:5]1[NH:6][CH:7]=[CH:8][N:9]=1)[CH2:2][CH2:3][CH3:4]. Procedure: A mixture of 2-n-butyl-1-(2-chlorophenyl)methyl-1H-imidazol-5-carboxaldehyde and N-bromosuccinimide in carbon tetrachloride was irradiated to give the 2-(1-bromobutyl)imidazole which was dehydrobrominated by treating 1,8-diazabicyclo[4.5.0]undec-1-ene in tetrahydrofuran to give 2-(1-butenyl)-1-(2-chlorophenyl)methyl-1H-imidazol-5-carboxaldehyde.